Dataset: the Open Reaction Database (ORD), a public repository of structured organic reaction records. Task: describe an organic reaction: reactants, conditions, products, and yield Starting materials: Cl (hydrogen chloride), CC(C)(OC(CNCC(CC(C)C)NC(=O)C1N(CCC1)C(=O)OCC1=CC=CC=C1)=O)C (2-[[[1-[[[-2-(1,1-dimethylethoxy)-2-oxoethyl]amino]methyl]-3-methylbutyl]amino]carbonyl]-1-pyrrolidinecarboxylic acid, phenylmethyl ester). Run in CO (methanol), CO (methanol). Run at time 4 hour. The product is COC(CNCC(CC(C)C)NC(=O)C1N(CCC1)C(=O)OCC1=CC=CC=C1)=O (2-[[[1-[[(2-methoxy-2-oxoethyl)amino]methyl]-3-methylbutyl]amino]carbonyl]-1-pyrrolidinecarboxylic acid, phenylmethyl ester). RXN SMILES: Cl.C[C:3](C)([O:5][C:6](=[O:33])[CH2:7][NH:8][CH2:9][CH:10]([NH:15][C:16]([CH:18]1[CH2:22][CH2:21][CH2:20][N:19]1[C:23]([O:25][CH2:26][C:27]1[CH:32]=[CH:31][CH:30]=[CH:29][CH:28]=1)=[O:24])=[O:17])[CH2:11][CH:12]([CH3:14])[CH3:13])C>CO>[CH3:3][O:5][C:6](=[O:33])[CH2:7][NH:8][CH2:9][CH:10]([NH:15][C:16]([CH:18]1[CH2:22][CH2:21][CH2:20][N:19]1[C:23]([O:25][CH2:26][C:27]1[CH:32]=[CH:31][CH:30]=[CH:29][CH:28]=1)=[O:24])=[O:17])[CH2:11][CH:12]([CH3:14])[CH3:13]. Procedure: To 50 ml of methanol, saturated with hydrogen chloride gas is added 1.77 g of [S-(R*,R*)]-2-[[[1-[[[-2-(1,1-dimethylethoxy)-2-oxoethyl]amino]methyl]-3-methylbutyl]amino]carbonyl]-1-pyrrolidinecarboxylic acid, phenylmethyl ester in 10 ml of methanol. After standing at room temperature for four hours, the solution is kept at 0° overnight. The solvent is then removed under reduced pressure and the residue taken up in ethyl acetate. The ethyl acetate solution is washed two times with saturated sodiu... Reactants: CC1=CC(=NC(=N1)O)O (6-methylpyrimidine-2,4-diol), C1CC(=O)N(C1=O)I (NIS). The solvent is CC(=O)O (AcOH). Reaction conditions: time 7 hour. Product: IC=1C(=NC(=NC1C)O)O (5-iodo-6-methylpyrimidine-2,4-diol). The yield is 95.0%. As a reaction SMILES: [CH3:1][C:2]1[N:7]=[C:6]([OH:8])[N:5]=[C:4]([OH:9])[CH:3]=1.C1C(=O)N([I:17])C(=O)C1>CC(O)=O>[I:17][C:3]1[C:4]([OH:9])=[N:5][C:6]([OH:8])=[N:7][C:2]=1[CH3:1]. Procedure details: The mixture of all materials (6-methylpyrimidine-2,4-diol, 20.00 g, 0.159 mol, 1.0 eq; NIS, 39.25 g, 0.174 mol, 1.1 eq; AcOH, 150 mL) was stirred well for about 7 h. It affords white solid product 5-iodo-6-methylpyrimidine-2,4-diol (37.93 g, 95%), isolated by filtration, washed with ethyl acetate. LC-MS (m/z)=252.9 [M+H]+.